From a dataset of the Open Reaction Database (ORD), a public repository of structured organic reaction records. describe an organic reaction: reactants, conditions, products, and yield Starting materials: COC=1C=C(C=CC1N1C=NC(=C1)C)N (3-methoxy-4-(4-methyl-imidazol-1-yl)-phenylamine), ClC1=NC(=CC(=N1)NCC(C)C)C ((2-chloro-6-methyl-pyrimidin-4-yl)-isobutyl-amine), ( 100 ). Product: C(C(C)C)NC1=NC(=NC(=C1)C)NC1=CC(=C(C=C1)N1C=NC(=C1)C)OC (N4-Isobutyl-N2-[3-methoxy-4-(4-methyl-imidazol-1-yl)-phenyl]-6-methyl-pyrimidine-2,4-diamine). The yield is 89.0%. Reaction SMILES: [CH3:1][O:2][C:3]1[CH:4]=[C:5]([NH2:15])[CH:6]=[CH:7][C:8]=1[N:9]1[CH:13]=[C:12]([CH3:14])[N:11]=[CH:10]1.Cl[C:17]1[N:22]=[C:21]([NH:23][CH2:24][CH:25]([CH3:27])[CH3:26])[CH:20]=[C:19]([CH3:28])[N:18]=1>>[CH2:24]([NH:23][C:21]1[CH:20]=[C:19]([CH3:28])[N:18]=[C:17]([NH:15][C:5]2[CH:6]=[CH:7][C:8]([N:9]3[CH:13]=[C:12]([CH3:14])[N:11]=[CH:10]3)=[C:3]([O:2][CH3:1])[CH:4]=2)[N:22]=1)[CH:25]([CH3:27])[CH3:26]. Procedure: The title compound was prepared from 3-methoxy-4-(4-methyl-imidazol-1-yl)-phenylamine (61 mg, 0.30 mmol) and (2-chloro-6-methyl-pyrimidin-4-yl)-isobutyl-amine (66 mg, 0.33 mmol) in analogous manner as described in example 90. It was obtained in 89% yield as a yellow solid. MS ISP (m/e): 367.2 (100) [(M+H)+]. 1H NMR (DMSO-D6, 300 MHz): δ (ppm)=9.12 (s, 1H), 7.97 (s, 1H), 7.63 (s, 1H), 7.34 (d, 1H), 7.13 (d, 1H), 7.10 (br s, 1H), 7.01 (s, 1H), 5.87 (s, 1H), 3.78 (s, 3H), 3.16 (br s, 2H), 2.13 (s, ... Starting materials: CCOC(C)=O, Nc1ccc(Cl)cc1, O=C(Cl)CCl. Product: O=C(CCl)Nc1ccc(Cl)cc1. RXN SMILES: [CH3:14][CH2:15][O:16][C:17](=[O:18])[CH3:19].[Cl:1][c:2]1[cH:3][cH:4][c:5]([NH2:6])[cH:7][cH:8]1.[Cl:9][CH2:10][C:11](=[O:12])[Cl:13]>>[Cl:1][c:2]1[cH:3][cH:4][c:5]([NH:6][C:11]([CH2:10][Cl:9])=[O:12])[cH:7][cH:8]1. Starting materials: CCCC[N+](CCCC)(CCCC)CCCC, CCOC(=O)CCCl, NC1CCCC1, [I-], [K+], [K+], O=C([O-])[O-]. Product: CCOC(=O)CCNC1CCCC1. Reaction SMILES: [CH2:22]([N+:23]([CH2:24][CH2:25][CH2:26][CH3:27])([CH2:28][CH2:29][CH2:30][CH3:31])[CH2:32][CH2:33][CH2:34][CH3:35])[CH2:36][CH2:37][CH3:38].[CH2:7]([CH3:8])[O:9][C:10]([CH2:11][CH2:12][Cl:13])=[O:14].[CH:1]1([NH2:6])[CH2:2][CH2:3][CH2:4][CH2:5]1.[I-:21].[K+:15].[K+:16].[O-:17][C:18]([O-:19])=[O:20]>>[CH:1]1([NH:6][CH2:12][CH2:11][C:10]([O:9][CH2:7][CH3:8])=[O:14])[CH2:2][CH2:3][CH2:4][CH2:5]1. Product: NC(COP(O)(O)=O)(CCC1=CC=C(C=C1)CCCCCCCC)CO (Phosphoric acid mono-[2-amino-2-hydroxymethyl-4-(4-octyl-phenyl)-butyl]ester). Reaction SMILES: C1C2C(COC(=O)[NH:17][C:18]([CH2:41][O:42][P:43]([O:52]C3C=CC=CC=3)([O:45]C3C=CC=CC=3)=[O:44])([CH2:39][OH:40])[CH2:19][CH2:20][C:21]3[CH:26]=[CH:25][C:24]([C:27](=O)[CH2:28][CH2:29][CH2:30][CH2:31][C:32]4C=CC=[CH:34][CH:33]=4)=[CH:23][CH:22]=3)C3C(=CC=CC=3)C=2C=CC=1.C(=O)=O>>[NH2:17][C:18]([CH2:39][OH:40])([CH2:19][CH2:20][C:21]1[CH:22]=[CH:23][C:24]([CH2:27][CH2:28][CH2:29][CH2:30][CH2:31][CH2:32][CH2:33][CH3:34])=[CH:25][CH:26]=1)[CH2:41][O:42][P:43](=[O:44])([OH:45])[OH:52]. Starting materials: C1=CC=CC=2C3=CC=CC=C3C(C12)COC(NC(CCC1=CC=C(C=C1)C(CCCCC1=CC=CC=C1)=O)(CO)COP(=O)(OC1=CC=CC=C1)OC1=CC=CC=C1)=O ({1-(Diphenoxy-phosphoryloxymethyl)-1-hydroxymethyl-3-[4-(5-phenyl-pentanoyl)-phenyl]-propyl}-carbamic acid 9H-fluoren-9-ylmethyl ester), barium hydroxyde-octahydrate, C(=O)=O (carbon dioxide). Procedure: Compound obtained in step b) (0.32 g, 0.4 mmol) is dissolved in ethanovwater (10 ml, 3/2) and, after addition of barium hydroxyde-octahydrate (0,56 mg, 1.8 mmol), is kept at 75° C. for 14 hours. After cooling to RT the slurry is neutralized with solid carbon dioxide and filtered. The residue is dissolved in acetic acid (95%; 5 ml) and then diluted with water to a volume of 50 ml. The resulting precipitate is filtered off and dried over P4O10. Run at time 14 hour. Starting materials: C1(=CC=CC=C1)CC(C(=O)O)=NNC=1SC=C(N1)C1=CC=CC=C1 (3-Phenyl-2-[(4-phenyl-thiazol-2-yl)-hydrazono]-propionic acid), CO (MeOH), S(=O)(Cl)Cl (thionylchloride). Yields the product COC(C(CC1=CC=CC=C1)=NNC=1SC=C(N1)C1=CC=CC=C1)=O (3-Phenyl-2-[(4-phenyl-thiazol-2-yl)-hydrazono]-propionic acid methyl ester). As a reaction SMILES: [C:1]1([CH2:7][C:8](=[N:12][NH:13][C:14]2[S:15][CH:16]=[C:17]([C:19]3[CH:24]=[CH:23][CH:22]=[CH:21][CH:20]=3)[N:18]=2)[C:9]([OH:11])=[O:10])[CH:6]=[CH:5][CH:4]=[CH:3][CH:2]=1.S(Cl)(Cl)=O.[CH3:29]O>>[CH3:29][O:10][C:9](=[O:11])[C:8](=[N:12][NH:13][C:14]1[S:15][CH:16]=[C:17]([C:19]2[CH:24]=[CH:23][CH:22]=[CH:21][CH:20]=2)[N:18]=1)[CH2:7][C:1]1[CH:2]=[CH:3][CH:4]=[CH:5][CH:6]=1. Procedure details: To a suspension of 4b (0.1 mmol, 34 mg) in MeOH (2 mL), was added dropwise thionylchloride (22 μL, 0.3 mmol) at −30° C. Then, the solution was allowed to warm at room temperature. The reaction mixture was heated to reflux and concentrated to afford the desired product. The crude is purified by silica gel chromatography (EtOAc/MeOH 10/1) to give the pure compound as a yellow solid (11 mg, 32%).